From a dataset of the Open Reaction Database (ORD), a public repository of structured organic reaction records. describe an organic reaction: reactants, conditions, products, and yield Yields the product CN1N=C(N=C1CCC(=O)O)N1CCCC1 (3-(1-Methyl-3-(pyrrolidin-1-yl)-1H-1,2,4-triazol-5-yl)propanoic acid). Procedure: (E)-Benzyl 3-(1-methyl-3-(pyrrolidin-1-yl)-1H-1,2,4-triazol-5-yl)acrylate was stirred with palladium on carbon (10 wt %, 140 mg) in dioxane (60 ml) under hydrogen for 2 h. Additional palladium on carbon (10 wt %, 250 mg) was added and the mixture was stirred overnight under hydrogen. The mixture was filtered over Celite and concentrated to give the product (1.95 g, 96.7%) as a white solid. MS: m/z=225.2 (M+H+). The reagents and catalysts are [Pd] (palladium on carbon), [Pd] (palladium on carbon). The solvent is O1CCOCC1 (dioxane). Reaction conditions: time 8 hour. Reactants: CN1N=C(N=C1/C=C/C(=O)OCC1=CC=CC=C1)N1CCCC1 ((E)-Benzyl 3-(1-methyl-3-(pyrrolidin-1-yl)-1H-1,2,4-triazol-5-yl)acrylate). RXN SMILES: [CH3:1][N:2]1[C:6](/[CH:7]=[CH:8]/[C:9]([O:11]CC2C=CC=CC=2)=[O:10])=[N:5][C:4]([N:19]2[CH2:23][CH2:22][CH2:21][CH2:20]2)=[N:3]1>[Pd].O1CCOCC1>[CH3:1][N:2]1[C:6]([CH2:7][CH2:8][C:9]([OH:11])=[O:10])=[N:5][C:4]([N:19]2[CH2:23][CH2:22][CH2:21][CH2:20]2)=[N:3]1. The yield is 96.7%. Reactants: NC1=NC(=CC(=N1)NC1=CC=C(C=C1)C(C)=O)C1=C(C=CC(=C1)Cl)Cl (1-{4-[2-amino-6-(2,5-dichloro-phenyl)-pyrimidin-4-yl-amino]-phenyl}-ethanone), Cl.NO (hydroxylamine hydrochloride), [OH-].[Na+] (sodium hydroxide). Run in C(C)O (ethanol). Conditions: time 16 hour. The product is NC1=NC(=CC(=N1)NC1=CC=C(C=C1)C(C)=NO)C1=C(C=CC(=C1)Cl)Cl (1-{4-[2-Amino-6-(2,5-dichloro-phenyl)-pyrimidin-4-yl-amino]-phenyl}-ethanone oxime). Yield: 10.0%. RXN SMILES: [NH2:1][C:2]1[N:7]=[C:6]([NH:8][C:9]2[CH:14]=[CH:13][C:12]([C:15](=O)[CH3:16])=[CH:11][CH:10]=2)[CH:5]=[C:4]([C:18]2[CH:23]=[C:22]([Cl:24])[CH:21]=[CH:20][C:19]=2[Cl:25])[N:3]=1.Cl.[NH2:27][OH:28].[OH-].[Na+]>C(O)C>[NH2:1][C:2]1[N:7]=[C:6]([NH:8][C:9]2[CH:14]=[CH:13][C:12]([C:15](=[N:27][OH:28])[CH3:16])=[CH:11][CH:10]=2)[CH:5]=[C:4]([C:18]2[CH:23]=[C:22]([Cl:24])[CH:21]=[CH:20][C:19]=2[Cl:25])[N:3]=1 |f:1.2,3.4|. Procedure details: A mixture of 1-{4-[2-amino-6-(2,5-dichloro-phenyl)-pyrimidin-4-yl-amino]-phenyl}-ethanone, hydroxylamine hydrochloride, 0.6 M aqueous sodium hydroxide solution (2 ml), and ethanol (20 ml) was stirred 16 hours. The mixture was extracted with tetrahydrofuran (3×15 ml). The combined extracts were dried over magnesium sulfate and concentrated under reduced pressure. The residue was purified by column chromatography on alumina eluting with 7% methanol-chloroform to provide the title compound (0.010 g... Starting materials: 283(b), C(C)N1N=CC=2C1=NC(=C(C2NC2CCOCC2)CNC(=O)C=2C=C(C=CC2)C(=O)NCC=2C(=C(C=CC2)C2=CC(=CC=C2)CN2C[C@@H](N(CC2)C(=O)OC(C)(C)C)C)F)CC (1,1-dimethylethyl (2S)-4-[(3′-{[({3-[({[1,6-diethyl-4-(tetrahydro-2H-pyran-4-ylamino)-1H-pyrazolo[3,4-b]pyridin-5-yl]methyl}amino)carbonyl]-phenyl}carbonyl)amino]methyl}-2′-fluoro-3-biphenylyl)methyl]-2-methyl-1-piperazinecarboxylate), C(=O)(C(F)(F)F)O (TFA). Solvent: C1CCOC1 (THF). Conditions: time 1 hour. Yields the product C(C)N1N=CC=2C1=NC(=C(C2NC2CCOCC2)CNC(=O)C2=CC(=CC=C2)C(=O)NCC=2C(=C(C=CC2)C2=CC(=CC=C2)CN2C[C@@H](NCC2)C)F)CC (N-{[1,6-Diethyl-4-(tetrahydro-2H-pyran-4-ylamino)-1H-pyrazolo[3,4-b]pyridin-5-yl]methyl}-N′-[(2-fluoro-3′-{[(3S)-3-methyl-1-piperazinyl]methyl}-3-biphenylyl)methyl]-1,3-benzenedicarboxamide). Reaction SMILES: [CH2:1]([N:3]1[C:7]2=[N:8][C:9]([CH2:61][CH3:62])=[C:10]([CH2:19][NH:20][C:21]([C:23]3[CH:24]=[C:25]([C:29]([NH:31][CH2:32][C:33]4[C:34]([F:60])=[C:35]([C:39]5[CH:44]=[CH:43][CH:42]=[C:41]([CH2:45][N:46]6[CH2:51][CH2:50][N:49](C(OC(C)(C)C)=O)[C@@H:48]([CH3:59])[CH2:47]6)[CH:40]=5)[CH:36]=[CH:37][CH:38]=4)=[O:30])[CH:26]=[CH:27][CH:28]=3)=[O:22])[C:11]([NH:12][CH:13]3[CH2:18][CH2:17][O:16][CH2:15][CH2:14]3)=[C:6]2[CH:5]=[N:4]1)[CH3:2].C(O)(C(F)(F)F)=O>C1COCC1>[CH2:1]([N:3]1[C:7]2=[N:8][C:9]([CH2:61][CH3:62])=[C:10]([CH2:19][NH:20][C:21]([C:23]3[CH:28]=[CH:27][CH:26]=[C:25]([C:29]([NH:31][CH2:32][C:33]4[C:34]([F:60])=[C:35]([C:39]5[CH:44]=[CH:43][CH:42]=[C:41]([CH2:45][N:46]6[CH2:51][CH2:50][NH:49][C@@H:48]([CH3:59])[CH2:47]6)[CH:40]=5)[CH:36]=[CH:37][CH:38]=4)=[O:30])[CH:24]=3)=[O:22])[C:11]([NH:12][CH:13]3[CH2:18][CH2:17][O:16][CH2:15][CH2:14]3)=[C:6]2[CH:5]=[N:4]1)[CH3:2]. Procedure details: 283(b) The partially purified 1,1-dimethylethyl (2S)-4-[(3′-{[({3-[({[1,6-diethyl-4-(tetrahydro-2H-pyran-4-ylamino)-1H-pyrazolo[3,4-b]pyridin-5-yl]methyl}amino)carbonyl]-phenyl}carbonyl)amino]methyl}-2′-fluoro-3-biphenylyl)methyl]-2-methyl-1-piperazinecarboxylate was mixed with THF (1 mL) and TFA (0.2 mL). The mixture was stirred at room temperature for 1 h. Purification was done with a Gilson HPLC using TFA conditions. The desired fraction was collected, concentrated and re-dissolved in MeOH. F... The reactants are C(C1=CC=CC=C1)ON1C(C2=CC=CC=3C2=C(C1=O)C=C(C3[N+](=O)[O-])O)=O (2-Benzyloxy-5-hydroxy-6-nitro-benzo[de]isoquinoline-1,3-dione), C([O-])([O-])=O.[K+].[K+] (potassium carbonate), S(=O)(=O)(OC)OC (dimethyl sulfate). Run in CC(=O)C (acetone). Product: C(C1=CC=CC=C1)ON1C(C2=CC=CC=3C2=C(C1=O)C=C(C3[N+](=O)[O-])OC)=O (2-Benzyloxy-5-methoxy-6-nitro-benzo[de]isoquinoline-1,3-dione). The yield is 75.5%. As a reaction SMILES: [CH2:1]([O:8][N:9]1[C:18](=[O:19])[C:17]2[CH:20]=[C:21]([OH:26])[C:22]([N+:23]([O-:25])=[O:24])=[C:15]3[C:16]=2[C:11](=[CH:12][CH:13]=[CH:14]3)[C:10]1=[O:27])[C:2]1[CH:7]=[CH:6][CH:5]=[CH:4][CH:3]=1.[C:28](=O)([O-])[O-].[K+].[K+].S(OC)(OC)(=O)=O>CC(C)=O>[CH2:1]([O:8][N:9]1[C:18](=[O:19])[C:17]2[CH:20]=[C:21]([O:26][CH3:28])[C:22]([N+:23]([O-:25])=[O:24])=[C:15]3[C:16]=2[C:11](=[CH:12][CH:13]=[CH:14]3)[C:10]1=[O:27])[C:2]1[CH:3]=[CH:4][CH:5]=[CH:6][CH:7]=1 |f:1.2.3|. Procedure: Methylation of 2-benzyloxy-5-hydroxy-6-nitro-benzo[de]isoquinoline-1,3-dione (0.24 g, 0.7 mmol, from Example V) was accomplished following the procedure of Example J using potassium carbonate (0.3 g, 2.2 mmol), and dimethyl sulfate (0.3 g, 2.1 mmol) in acetone (40 mL) to give 0.2 g of the title compound. Run in O1CCCC1 (tetrahydrofuran), [OH-].[Na+] (sodium hydroxide). Procedure: A mixture of ethyl 4-(4-cyanophenoxy)butyrate (4.7 g) in tetrahydrofuran (23.5 ml) and 1N sodium hydroxide solution (40.2 ml) was refluxed for 2 hours under stirring. The reaction mixture was adjusted to pH≈2.0 with 10% hydrochloric acid, and the resulting precipitate was collected by filtration to give 4-(4-cyanophenoxy)butyric acid (4.06 g). Yields the product C(#N)C1=CC=C(OCCCC(=O)O)C=C1 (4-(4-cyanophenoxy)butyric acid). Reaction SMILES: [C:1]([C:3]1[CH:17]=[CH:16][C:6]([O:7][CH2:8][CH2:9][CH2:10][C:11]([O:13]CC)=[O:12])=[CH:5][CH:4]=1)#[N:2].Cl>O1CCCC1.[OH-].[Na+]>[C:1]([C:3]1[CH:17]=[CH:16][C:6]([O:7][CH2:8][CH2:9][CH2:10][C:11]([OH:13])=[O:12])=[CH:5][CH:4]=1)#[N:2] |f:3.4|. Starting materials: C(#N)C1=CC=C(OCCCC(=O)OCC)C=C1 (ethyl 4-(4-cyanophenoxy)butyrate), Cl (hydrochloric acid). Isolated yield 98.2%. Starting materials: NC1=C(C=CC=C1)C#CC=1C(=CC(=C(C1)/C=C/C(=O)C1=CC=C(C=C1)S(=O)(=O)NCCCN1C=NC=C1)OC)OC (4-{3E-[5-(2-amino-phenylethynyl)-2,4-dimethoxyphenyl]acryloyl}-N-(3-imidazol-1-ylpropyl)benzenesulfonamide). The reagents and catalysts are [Pd](Cl)Cl (Palladium(II) chloride). Run in C(C)#N (acetonitrile). Conditions: time 5 minute. The product is N1(C=NC=C1)CCCNS(=O)(=O)C1=CC=C(C=C1)C(\C=C\C1=C(C=C(C(=C1)C=1NC2=CC=CC=C2C1)OC)OC)=O (N-(3-Imidazol-1-yl-propyl)-4-{3E-[5-(1H-indol-2-yl)-2,4-dimethoxy-phenyl]acryloyl}benzenesulfonamide). Isolated yield 99.5%. RXN SMILES: [NH2:1][C:2]1[CH:7]=[CH:6][CH:5]=[CH:4][C:3]=1[C:8]#[C:9][C:10]1[C:11]([O:40][CH3:41])=[CH:12][C:13]([O:38][CH3:39])=[C:14](/[CH:16]=[CH:17]/[C:18]([C:20]2[CH:25]=[CH:24][C:23]([S:26]([NH:29][CH2:30][CH2:31][CH2:32][N:33]3[CH:37]=[CH:36][N:35]=[CH:34]3)(=[O:28])=[O:27])=[CH:22][CH:21]=2)=[O:19])[CH:15]=1>C(#N)C.[Pd](Cl)Cl>[N:33]1([CH2:32][CH2:31][CH2:30][NH:29][S:26]([C:23]2[CH:22]=[CH:21][C:20]([C:18](=[O:19])/[CH:17]=[CH:16]/[C:14]3[CH:15]=[C:10]([C:9]4[NH:1][C:2]5[C:3]([CH:8]=4)=[CH:4][CH:5]=[CH:6][CH:7]=5)[C:11]([O:40][CH3:41])=[CH:12][C:13]=3[O:38][CH3:39])=[CH:25][CH:24]=2)(=[O:28])=[O:27])[CH:37]=[CH:36][N:35]=[CH:34]1. Procedure: A suspension of 4-{3E-[5-(2-amino-phenylethynyl)-2,4-dimethoxyphenyl]acryloyl}-N-(3-imidazol-1-ylpropyl)benzenesulfonamide (Ex-50A, 210 mg, 0.37 mmol) in acetonitrile (130 mL) was purged with nitrogen gas for 10 minutes. Palladium(II) chloride (5.0 mg, 0.029 mmol) was added to the reaction vessel. The reaction mixture was refluxed for 16 hrs. The cooled reaction mixture was stirred with 3-mercaptopropyl functionalized silica gel (500 mg) for 5 minutes. The filtrate was collected via suction filt... The product is C(C)(=O)OC1N=C(C=2C(N(C1=O)C)=CN(C2C)C)C2=C(C=CC=C2)Cl (3-Acetoxy-5-(2-chlorophenyl)-1,7-dihydro-1,6,7-trimethylpyrrolo[3,4-e][1,4]diazepin-2(3H)-one). RXN SMILES: [Cl:1][C:2]1[CH:7]=[CH:6][CH:5]=[CH:4][C:3]=1[C:8]1[C:9]2[C:10](=[CH:18][N:19]([CH3:22])[C:20]=2[CH3:21])[N:11]([CH3:17])[C:12](=[O:16])[CH2:13][N+:14]=1[O-].[C:23]([O:26]C(=O)C)(=[O:25])[CH3:24]>>[C:23]([O:26][CH:13]1[C:12](=[O:16])[N:11]([CH3:17])[C:10]2=[CH:18][N:19]([CH3:22])[C:20]([CH3:21])=[C:9]2[C:8]([C:3]2[CH:4]=[CH:5][CH:6]=[CH:7][C:2]=2[Cl:1])=[N:14]1)(=[O:25])[CH3:24]. Conditions: temperature 55 celsius, time 15 minute. The reactants are ClC1=C(C=CC=C1)C=1C=2C(N(C(C[N+]1[O-])=O)C)=CN(C2C)C (5-(2-chlorophenyl)-1,7-dihydro-1,6,7-trimethylpyrrolo[3,4-e][1,4]diazepin-2(3H)-one-4-oxide), C(C)(=O)OC(C)=O (acetic anhydride). Procedure: The compound obtained in step (d) above was suspended in acetic anhydride (660 ml) and the reaction flask was heated in a water-bath at 55° C. After stirring for 15 minutes the reaction mixture was concentrated to dryness under vacuum, and the obtained residue was taken up with boiling ethanol and treated with charcoal. By concentrating to a volume of 600 ml and cooling, the compound of the title (103 g) crystallized. M.p. 202°-4° C. The reactants are C1(=CC=CC=C1)[O-].[Na+] (sodium phenolate), C(C=1C(O)=CC=CC1)(=O)[O-].[Na+] (sodium salicylate). The solvent is crude product. Yields the product salicylic acids, C1=CC(=CC=C1C(=O)O)O (4-HBA). As a reaction SMILES: [C:1]1([O-:7])[CH:6]=[CH:5][CH:4]=[CH:3][CH:2]=1.[Na+].[C:9]([O-:18])(=[O:17])C1C(=CC=CC=1)O.[Na+]>>[CH:3]1[C:4]([C:9]([OH:18])=[O:17])=[CH:5][CH:6]=[C:1]([OH:7])[CH:2]=1 |f:0.1,2.3|. Procedure: In contrast to published information, it has been found that the degree of conversion of sodium phenolate to sodium salicylate is practically independent of the reaction temperature. At 165° C. and at 200° C., 85-88% conversion is easily obtained, but by-product formation is reduced as the temperature is increased. For instance, reaction at 140°-150° C. gives about 9% non-salicylic acids mostly 4-HBA in the crude product mixture whereas reaction at 190°-195° C. (at 5 bar co-pressure) gives less ... The reactants are solution, Cl (HCl), CCOCC (ether), FC1=C(C(=CC=C1)O)C1=NC2=CC(=CC=C2C(=N1)N1C[C@@H](CCC1)CNC(OCC)=O)C (ethyl ((S)-1-(2-(2-fluoro-6-hydroxyphenyl)-7-methylquinazolin-4-yl)piperidin-3-yl)methylcarbamate), CCOCC (ether). The solvent is C(Cl)Cl (CH2Cl2). Yields the product Cl.FC1=C(C(=CC=C1)O)C1=NC2=CC(=CC=C2C(=N1)N1C[C@@H](CCC1)CNC(OCC)=O)C (ethyl ((S)-1-(2-(2-fluoro-6-hydroxyphenyl)-7-methylquinazolin-4-yl)piperidin-3-yl)methylcarbamate hydrochloride). RXN SMILES: [F:1][C:2]1[CH:7]=[CH:6][CH:5]=[C:4]([OH:8])[C:3]=1[C:9]1[N:18]=[C:17]([N:19]2[CH2:24][CH2:23][CH2:22][C@@H:21]([CH2:25][NH:26][C:27](=[O:31])[O:28][CH2:29][CH3:30])[CH2:20]2)[C:16]2[C:11](=[CH:12][C:13]([CH3:32])=[CH:14][CH:15]=2)[N:10]=1.CCOCC.[ClH:38]>C(Cl)Cl>[ClH:38].[F:1][C:2]1[CH:7]=[CH:6][CH:5]=[C:4]([OH:8])[C:3]=1[C:9]1[N:18]=[C:17]([N:19]2[CH2:24][CH2:23][CH2:22][C@@H:21]([CH2:25][NH:26][C:27](=[O:31])[O:28][CH2:29][CH3:30])[CH2:20]2)[C:16]2[C:11](=[CH:12][C:13]([CH3:32])=[CH:14][CH:15]=2)[N:10]=1 |f:4.5|. Reported procedure: To a solution of ethyl ((S)-1-(2-(2-fluoro-6-hydroxyphenyl)-7-methylquinazolin-4-yl)piperidin-3-yl)methylcarbamate (89 mg, 0.2 mmol) in 2 mL CH2Cl2 under an N2 atmosphere was added ether (10 mL) followed by the dropwise addition of a 2.0 M solution of HCl in ether (0.1 mL, 0.2 mmol) which resulted in precipitation of ethyl ((S)-1-(2-(2-fluoro-6-hydroxyphenyl)-7-methylquinazolin-4-yl)piperidin-3-yl)methylcarbamate hydrochloride which was then filtered and dried (85 mg, 90%). LC/MS: m/z 439.5 (M+H... Starting materials: C(C=C)(=O)OCC (ethyl acrylate), CC1=CC2=C(OC(CO2)CN)C=C1 (6-methylbenzo-1,4-dioxan-2-ylmethylamine). Conditions: time 60 hour. Product: C(C)OC(CCNCC1COC2=C(O1)C=CC(=C2)C)=O (3-[N-(6-methylbenzo-1,4-dioxan-2-ylmethyl)amino]-propionic acid ethyl ester). RXN SMILES: [C:1]([O:5][CH2:6][CH3:7])(=[O:4])[CH:2]=[CH2:3].[CH3:8][C:9]1[CH:20]=[CH:19][C:12]2[O:13][CH:14]([CH2:17][NH2:18])[CH2:15][O:16][C:11]=2[CH:10]=1>>[CH2:6]([O:5][C:1](=[O:4])[CH2:2][CH2:3][NH:18][CH2:17][CH:14]1[O:13][C:12]2[CH:19]=[CH:20][C:9]([CH3:8])=[CH:10][C:11]=2[O:16][CH2:15]1)[CH3:7]. Procedure details: 4.4 ml (0.04 mol) of ethyl acrylate are added to 7.2 g (0.04 mol) of 6-methylbenzo-1,4-dioxan-2-ylmethylamine and the reaction mixture is left to stand for 60 hours at room temperature, yielding crude 3-[N-(6-methylbenzo-1,4-dioxan-2-ylmethyl)amino]-propionic acid ethyl ester which can be used without further purification.